Task: describe an organic reaction: reactants, conditions, products, and yield. Dataset: the Open Reaction Database (ORD), a public repository of structured organic reaction records Reactants: ClC=1C=C(C=C(C1)Cl)C1=NNC=C1 (3-(3,5-dichlorophenyl)pyrazole), C1CC(=O)N(C1=O)I (n-iodosuccinimide). Run in ClCCl (dichloromethane). Reaction conditions: time 4 day. The product is IC=1C(=NNC1)C1=CC(=CC(=C1)Cl)Cl (4-iodo-3-(3,5-dichlorophenyl)pyrazole). The yield is 59.0%. RXN SMILES: [Cl:1][C:2]1[CH:3]=[C:4]([C:9]2[CH:13]=[CH:12][NH:11][N:10]=2)[CH:5]=[C:6]([Cl:8])[CH:7]=1.C1C(=O)N([I:21])C(=O)C1>ClCCl>[I:21][C:13]1[C:9]([C:4]2[CH:3]=[C:2]([Cl:1])[CH:7]=[C:6]([Cl:8])[CH:5]=2)=[N:10][NH:11][CH:12]=1. Reported procedure: 2.13 g (0.01 mol) of 3-(3,5-dichlorophenyl)pyrazole are dissolved, at room temperature and with stirring, in 50 ml of dichloromethane. 2.5 g (0.011 mol) of n-iodosuccinimide are then added and stirring is then continued for 4 days. The reaction mixture is then concentrated, the solid obtained is washed with heptane and boiled in 100 ml of 1N sodium hydroxide. After cooling, the solid is filtered, washed with water and dried to give 2 g (yield 59%, melting point: 170° C.) of 4-iodo-3-(3,5-dichlor... The reactants are [BH4-], C1CCOC1, [Li+], O=C1CCC2CN(C(=O)OCc3ccccc3)CC12. Product: O=C(OCc1ccccc1)N1CC2CCC(O)C2C1. RXN SMILES: [BH4-:20].[CH2:22]1[O:23][CH2:24][CH2:25][CH2:26]1.[Li+:21].[O:1]=[C:2]1[CH2:3][CH2:4][CH:5]2[CH:6]1[CH2:7][N:8]([C:10](=[O:11])[O:12][CH2:13][c:14]1[cH:15][cH:16][cH:17][cH:18][cH:19]1)[CH2:9]2>>[OH:1][CH:2]1[CH2:3][CH2:4][CH:5]2[CH:6]1[CH2:7][N:8]([C:10](=[O:11])[O:12][CH2:13][c:14]1[cH:15][cH:16][cH:17][cH:18][cH:19]1)[CH2:9]2. Starting materials: ClC1=CC=C(C(=N1)C)[N+](=O)[O-] (6-chloro-2-methyl-3-nitropyridine), [O-]CC.[Na+] (sodium ethoxide). Run in C(C)O (ethanol). Yields the product C(C)OC1=CC=C(C(=N1)C)[N+](=O)[O-] (6-ethoxy-2-methyl-3-nitropyridine). As a reaction SMILES: Cl[C:2]1[N:7]=[C:6]([CH3:8])[C:5]([N+:9]([O-:11])=[O:10])=[CH:4][CH:3]=1.[O-:12][CH2:13][CH3:14].[Na+]>C(O)C>[CH2:13]([O:12][C:2]1[N:7]=[C:6]([CH3:8])[C:5]([N+:9]([O-:11])=[O:10])=[CH:4][CH:3]=1)[CH3:14] |f:1.2|. Reported procedure: To a stirred solution of 6-chloro-2-methyl-3-nitropyridine (2.15 g) in ethanol (25 mL) was added sodium ethoxide (4.88 mL) solution at room temperature. The reaction mixture immediately turned dark purple and was refluxed for 2 hours. The reaction mixture was allowed to cool down to room temperature, concentrated in vacuo, and poured into ice. The precipitated solids were collected by filtration to provide the title compound (1.88 g) having the following physical data. Starting materials: C(\C=C\C)=O (crotonaldehyde), FC1=C(C=CC=C1OC)NC(OC(C)(C)C)=O (tert-butyl 2-fluoro-3-methoxyphenylcarbamate), Cl (HCl), CO (methanol), [OH-].[NH4+] (ammonium hydroxide). Run in CCCCO (n-BuOH), O1CCOCC1 (1,4-dioxane). Conditions: temperature 106 celsius. The product is FC=1C(=CC=C2C=CC(=NC12)C)OC (8-fluoro-7-methoxy-2-methylquinoline). Yield: 67.0%. RXN SMILES: [F:1][C:2]1[C:7]([O:8][CH3:9])=[CH:6][CH:5]=[CH:4][C:3]=1[NH:10][C:11](=O)OC(C)(C)C.Cl.[CH:19](=O)/[CH:20]=C/C.[OH-].[NH4+].[CH3:26]O>O1CCOCC1.CCCCO>[F:1][C:2]1[C:7]([O:8][CH3:9])=[CH:6][CH:5]=[C:4]2[C:3]=1[N:10]=[C:11]([CH3:26])[CH:20]=[CH:19]2 |f:3.4|. Procedure: A solution of tert-butyl 2-fluoro-3-methoxyphenylcarbamate (2.27 g, 9.41 mmol) in methanol (5 mL) was treated with 4N HCl in 1,4-dioxane (30 mL) for 2 hours. The solvent was removed under reduced pressure and the residue stirred in aqueous 6N HCl (20 mL) at 106° C. A solution of crotonaldehyde (1.56 mL, 18.8 mmol) in n-BuOH (2 mL) was added dropwise from an addition funnel over 20 minutes and the resulting mixture was heated at reflux for an additional 2 hours. The reaction was cooled to ambient...